Dataset: the Open Reaction Database (ORD), a public repository of structured organic reaction records. Task: describe an organic reaction: reactants, conditions, products, and yield The reactants are ClC1=CC=C2C(=CC(=NC2=C1)NC(=O)OC(C)(C)C)N1CCN(CC1)C(=O)OC(C)(C)C (4-[7-chloro-2-[[(1,1-dimethylethoxy)carbonyl]amino]-4-quinolinyl]-1-piperazinecarboxylic acid, 1,1-dimethylethyl ester), C(=O)(C(F)(F)F)O (TFA). Run in C(Cl)Cl (CH2Cl2). The product is ClC1=CC=C2C(=CC(=NC2=C1)N)N1CCNCC1 (7-chloro-4-(1-piperazinyl)-2-quinolinamine). Isolated yield 99.3%. Reaction SMILES: [Cl:1][C:2]1[CH:11]=[C:10]2[C:5]([C:6]([N:20]3[CH2:25][CH2:24][N:23](C(OC(C)(C)C)=O)[CH2:22][CH2:21]3)=[CH:7][C:8]([NH:12]C(OC(C)(C)C)=O)=[N:9]2)=[CH:4][CH:3]=1.C(O)(C(F)(F)F)=O>C(Cl)Cl>[Cl:1][C:2]1[CH:11]=[C:10]2[C:5]([C:6]([N:20]3[CH2:25][CH2:24][NH:23][CH2:22][CH2:21]3)=[CH:7][C:8]([NH2:12])=[N:9]2)=[CH:4][CH:3]=1. Procedure: To a stirred sloution of 4-[7-chloro-2-[[(1,1-dimethylethoxy)carbonyl]amino]-4-quinolinyl]-1-piperazinecarboxylic acid, 1,1-dimethylethyl ester (2 g, 4.33 mmol) in CH2Cl2 (30 mL) was added TFA (4 mL) at rt. The reaction mixture was kept at reflux for 4 h, then cooled to rt. After removal of the solvent and excess TFA, the mixture was diluted with CH2Cl2, and treated with NaOH (10%) to pH 12. The mixture was extracted with CH2Cl2, washed with brine, and dried over Na2SO4. Concentration in vacuo a... Reactants: O=C(n1ccnc1)n1ccnc1, CC#N, NC(=O)CNc1ncccc1N, C1CCOC1, O=C(O)c1ccccn1, c1c[n-]cn1. Product: NC(=O)CNc1ncccc1NC(=O)c1ccccn1. RXN SMILES: [C:10]([n:11]1[cH:12][cH:13][n:14][cH:15]1)([n:16]1[cH:17][cH:18][n:19][cH:20]1)=[O:21].[CH3:44][C:45]#[N:46].[NH2:22][c:23]1[c:24]([NH:29][CH2:30][C:31](=[O:32])[NH2:33])[n:25][cH:26][cH:27][cH:28]1.[O:39]1[CH2:40][CH2:41][CH2:42][CH2:43]1.[OH:1][C:2](=[O:3])[c:4]1[cH:5][cH:6][cH:7][cH:8][n:9]1.[cH:34]1[n:35][cH:36][n-:37][cH:38]1>>[C:2](=[O:3])([c:4]1[cH:5][cH:6][cH:7][cH:8][n:9]1)[NH:22][c:23]1[c:24]([NH:29][CH2:30][C:31](=[O:32])[NH2:33])[n:25][cH:26][cH:27][cH:28]1. Starting materials: COC(=O)C1=C(C2=CC=CC=C2C=C1)O (1-hydroxy-2-naphthoic acid methyl ester), O[C@@H]1[C@H](CCCC1)N1C(C=2C=C(C3=C(C2C1)C=CC=C3)C=O)=O (2-[(1S,2S)-2-hydroxycyclohexyl]-3-oxo-2,3-dihydro-1H-benzo[e]isoindole-5-carbaldehyde). Product: 5-Bromo-8-[(1S,2S)-2-hydrocyclohexyl]-3,9-dihydro-7H-pyrrolo[3,4-h]quinolin-7-one, N[C@@H]1[C@H](COCC1)O ((3R,4S)-4-aminotetrahydro-2H-pyran-3-ol), N[C@@H]1[C@H](CCCC1)O ((1S,2S)-2-aminocyclohexanol). Reaction SMILES: [OH:1][C@H:2]1[CH2:7][CH2:6][CH2:5][CH2:4][C@@H:3]1[N:8]1CC2C3C=CC=CC=3C(C=O)=CC=2C1=O.C[O:25]C(C1C=CC2C(=CC=CC=2)C=1O)=O>>[NH2:8][C@H:3]1[CH2:4][CH2:5][O:25][CH2:7][C@@H:2]1[OH:1].[NH2:8][C@H:3]1[CH2:4][CH2:5][CH2:6][CH2:7][C@@H:2]1[OH:1]. Procedure: 5-Bromo-8-[(1S,2S)-2-hydrocyclohexyl]-3,9-dihydro-7H-pyrrolo[3,4-h]quinolin-7-one was prepared employing the procedures described for the construction of 2-[(1S,2S)-2-hydroxycyclohexyl]-3-oxo-2,3-dihydro-1H-benzo[e]isoindole-5-carbaldehyde in Example 1, substituting methyl 8-hydroxyquinoline-7-carboxylate for 1-hydroxy-2-naphthoic acid methyl ester, and substituting provide (3R,4S)-4-aminotetrahydro-2H-pyran-3-ol for (1S,2S)-2-aminocyclohexanol. Reactants: C(C)(C)(C)OC(=O)N[C@@H](CC1CCCCC1)[C@@H]1C[C@H](C(O1)=O)C(C)(C)O ((3S, 5S)-5-[(1S)-1-(N-t-butoxycarbonylamino)-2-cyclohexylethyl]-3-(1-hydroxy-1-methylethyl)dihydrofuran-2(3H)-one), C[C@H](CN)CC (2(S)-methylbutylamine). The product is C(C)(C)(C)OC(=O)N[C@H]([C@H](C[C@H](C(=O)NC[C@H](CC)C)C(C)(C)O)O)CC1CCCCC1 ((2S, 4S, 5S)-5-(t-Butoxycarbonylamino)-6-cyclohexyl-4-hydroxy-2-(1-hydroxy-1-methylethyl)-N-[2(S)-methylbutyl]-hexanamide). The yield is 92.5%. RXN SMILES: [C:1]([O:5][C:6]([NH:8][C@H:9]([C@H:17]1[O:21][C:20](=[O:22])[C@H:19]([C:23]([OH:26])([CH3:25])[CH3:24])[CH2:18]1)[CH2:10][CH:11]1[CH2:16][CH2:15][CH2:14][CH2:13][CH2:12]1)=[O:7])([CH3:4])([CH3:3])[CH3:2].[CH3:27][C@@H:28]([CH2:31][CH3:32])[CH2:29][NH2:30]>>[C:1]([O:5][C:6]([NH:8][C@@H:9]([CH2:10][CH:11]1[CH2:12][CH2:13][CH2:14][CH2:15][CH2:16]1)[C@@H:17]([OH:21])[CH2:18][C@@H:19]([C:23]([OH:26])([CH3:25])[CH3:24])[C:20]([NH:30][CH2:29][C@@H:28]([CH3:27])[CH2:31][CH3:32])=[O:22])=[O:7])([CH3:4])([CH3:3])[CH3:2]. Procedure: A solution of 500 mg (1.35 mmoles) of (3S, 5S)-5-[(1S)-1-(N-t-butoxycarbonylamino)-2-cyclohexylethyl]-3-(1-hydroxy-1-methylethyl)dihydrofuran-2(3H)-one (prepared as described in Preparation 6) in 1.00 g (11.5 mmoles) of 2(S)-methylbutylamine was stirred at 100° C. for 4 hours. At the end of this time, the reaction mixture was concentrated by evaporation under reduced pressure, and the residue was purified by medium pressure silica gel column chromatography (using a 20:1 by volume mixture of meth... Reactants: CC(C(C1=CC=CC=C1)N)(C)N1CCCC1 ((+)-[2-methyl-1-phenyl-2-(1-pyrrolidinyl)propyl]amine), ClC1=CC(=C(C(=O)O)C(=C1)SC)C (4-chloro-2-methyl-6-(methylthio)benzoic acid), O.ON1N=NC2=C1C=CC=C2 (1-hydroxybenzotriazole hydrate), C(CCl)Cl (EDC). The solvent is C(Cl)Cl (DCM). Conditions: time 16 hour. Product: ClC1=CC(=C(C(=O)NC(C(C)(N2CCCC2)C)C2=CC=CC=C2)C(=C1)SC)C (4-Chloro-2-methyl-N-[2-methyl-1-phenyl-2-(1-pyrrolidinyl)propyl]-6-(methylthio)benzamide). Isolated yield 66.3%. As a reaction SMILES: [CH3:1][C:2]([N:12]1[CH2:16][CH2:15][CH2:14][CH2:13]1)([CH3:11])[CH:3]([NH2:10])[C:4]1[CH:9]=[CH:8][CH:7]=[CH:6][CH:5]=1.[Cl:17][C:18]1[CH:26]=[C:25]([S:27][CH3:28])[C:21]([C:22](O)=[O:23])=[C:20]([CH3:29])[CH:19]=1.O.ON1C2C=CC=CC=2N=N1.C(Cl)CCl>C(Cl)Cl>[Cl:17][C:18]1[CH:26]=[C:25]([S:27][CH3:28])[C:21]([C:22]([NH:10][CH:3]([C:4]2[CH:9]=[CH:8][CH:7]=[CH:6][CH:5]=2)[C:2]([CH3:1])([N:12]2[CH2:13][CH2:14][CH2:15][CH2:16]2)[CH3:11])=[O:23])=[C:20]([CH3:29])[CH:19]=1 |f:2.3|. Reported procedure: A mixture of (+)-[2-methyl-1-phenyl-2-(1-pyrrolidinyl)propyl]amine D6 (262 mg; 1.2 mmol), 4-chloro-2-methyl-6-(methylthio)benzoic acid (388 mg; 1.8 mmol), 1-hydroxybenzotriazole hydrate (276 mg; 1.8 mmol) and EDC (345 mg; 1.8 mmol) in DCM (16 ml) was stirred for 16 h. The reaction mixture was then partitioned between DCM and saturated aqueous sodium hydrogen carbonate and the organic layer separated, washed with brine, dried and evaporated. The residue was chromatographed on silica gel eluting w... Reactants: FC(C(=O)O)(F)F.CC(C)(OC(=O)NCCSC[C@](N)(C(=O)O)C)C (S-[2-[[(1,1-dimethylethoxy)carbonyl]amino]ethyl]-2-methyl-L-cysteine trifluoroacetate), Cl (HCl). Reaction conditions: time 8 hour. The product is Cl.NCCSC[C@](N)(C(=O)O)C (S-(2-aminoethyl)-2-methyl-L-cysteine hydrochloride). Reaction SMILES: FC(F)(F)C(O)=O.CC(C)(OC([NH:14][CH2:15][CH2:16][S:17][CH2:18][C@@:19]([CH3:24])([C:21]([OH:23])=[O:22])[NH2:20])=O)C.[ClH:26]>>[ClH:26].[NH2:14][CH2:15][CH2:16][S:17][CH2:18][C@@:19]([CH3:24])([C:21]([OH:23])=[O:22])[NH2:20] |f:0.1,3.4|. Procedure: The product of Example-1D, S-[2-[[(1,1-dimethylethoxy)carbonyl]amino]ethyl]-2-methyl-L-cysteine trifluoroacetate, (5.5 g, 14.0 mmol) was dissolved in 1 N HCl (100 mL) and stirred at room temperature under nitrogen overnight. The solution was removed by freeze-drying to give the title S-(2-aminoethyl)-2-methyl-L-cysteine hydrochloride, 1H NMR (DMSO-d6/D2O) δ 1.43 (s, 3H), 2.72 (m, 2H), 2.85 (d, 1H), 2.95 (t, 2H), 3.07 (d, 1H). m/z [M+H+] 179. The reactants are C(C)(C)(C)OC(=O)N1CCC(CC1)C1=CC=C(C=2N=C(SC21)NC(=O)C2=CC(=NC=C2)OC)OC (4-{4-methoxy-2-[(2-methoxy-pyridine-4-carbonyl)-amino]-benzothiazol-7-yl}-piperidine-1-carboxylic acid tert-butyl ester). Solvent: Cl.CO (HCl MeOH). Product: COC=1C=C(C(=O)NC=2SC3=C(N2)C(=CC=C3C3CCNCC3)OC)C=CN1 (2-methoxy-N-(4-methoxy-7-piperidin-4-yl-benzothiazol-2-yl)-isonicotinamide). The yield is 94.1%. RXN SMILES: C(OC([N:8]1[CH2:13][CH2:12][CH:11]([C:14]2[C:22]3[S:21][C:20]([NH:23][C:24]([C:26]4[CH:31]=[CH:30][N:29]=[C:28]([O:32][CH3:33])[CH:27]=4)=[O:25])=[N:19][C:18]=3[C:17]([O:34][CH3:35])=[CH:16][CH:15]=2)[CH2:10][CH2:9]1)=O)(C)(C)C>Cl.CO>[CH3:33][O:32][C:28]1[CH:27]=[C:26]([CH:31]=[CH:30][N:29]=1)[C:24]([NH:23][C:20]1[S:21][C:22]2[C:14]([CH:11]3[CH2:10][CH2:9][NH:8][CH2:13][CH2:12]3)=[CH:15][CH:16]=[C:17]([O:34][CH3:35])[C:18]=2[N:19]=1)=[O:25] |f:1.2|. Procedure: 0.10 g (0.20 mMol) 4-{4-methoxy-2-[(2-methoxy-pyridine-4-carbonyl)-amino]-benzothiazol-7-yl}-piperidine-1-carboxylic acid tert-butyl ester were dissolved in 2 ml 2.5 M HCl/MeOH and heated to reflux for 1.5 h. The reaction mixture was concentrated in vacuo and taken up in 3 ml isopropanol. The suspension formed was filtered and the material on the filter was washed with diethyl ether and dried in vacuo. One obtained 0.075 g (86%) 2-methoxy-N-(4-methoxy-7-piperidin-4-yl-benzothiazol-2-yl)-isonicot... Reactants: COC([C@H](CC1=CC=C(C=C1)C1=CC=C(C=C1)C#N)NC(=O)C1N(CC=2C=C3C(=CC2C1)OC[C@@H](O3)C3=CC=C(C=C3)OCC3=CC(=C(C=C3)Cl)Cl)S(=O)(=O)C3=CN=C(S3)NC(C)=O)=O ((S)-2-({(S)-7-(2-Acetylamino-thiazole-5-sulfonyl)-3-[4-(3,4-dichloro-benzyloxy)-phenyl]-2,3,6,7,8,9-hexahydro-[1,4]dioxino[2,3-g]isoquinoline-8-carbonyl}-amino)-3-(4′-cyano-biphenyl-4-yl)-propionic acid methyl ester), Cl (HCl). The product is COC([C@H](CC1=CC=C(C=C1)C1=CC=C(C=C1)C#N)NC(=O)C1N(CC=2C=C3C(=CC2C1)OC[C@@H](O3)C3=CC=C(C=C3)OCC3=CC(=C(C=C3)Cl)Cl)S(=O)(=O)C3=CN=C(S3)N)=O ((S)-2-({(S)-7-(2-Amino-thiazole-5-sulfonyl)-3-[4-(3,4-dichloro-benzyloxy)-phenyl]-2,3,6,7,8,9-hexahydro-[1,4]dioxino[2,3-g]isoquinoline-8-carbonyl}-amino)-3-(4′-cyano-biphenyl-4-yl)-propionic acid methyl ester). RXN SMILES: [CH3:1][O:2][C:3](=[O:65])[C@@H:4]([NH:20][C:21]([CH:23]1[CH2:32][C:31]2[CH:30]=[C:29]3[O:33][CH2:34][C@H:35]([C:37]4[CH:42]=[CH:41][C:40]([O:43][CH2:44][C:45]5[CH:50]=[CH:49][C:48]([Cl:51])=[C:47]([Cl:52])[CH:46]=5)=[CH:39][CH:38]=4)[O:36][C:28]3=[CH:27][C:26]=2[CH2:25][N:24]1[S:53]([C:56]1[S:60][C:59]([NH:61]C(=O)C)=[N:58][CH:57]=1)(=[O:55])=[O:54])=[O:22])[CH2:5][C:6]1[CH:11]=[CH:10][C:9]([C:12]2[CH:17]=[CH:16][C:15]([C:18]#[N:19])=[CH:14][CH:13]=2)=[CH:8][CH:7]=1.Cl>>[CH3:1][O:2][C:3](=[O:65])[C@@H:4]([NH:20][C:21]([CH:23]1[CH2:32][C:31]2[CH:30]=[C:29]3[O:33][CH2:34][C@H:35]([C:37]4[CH:38]=[CH:39][C:40]([O:43][CH2:44][C:45]5[CH:50]=[CH:49][C:48]([Cl:51])=[C:47]([Cl:52])[CH:46]=5)=[CH:41][CH:42]=4)[O:36][C:28]3=[CH:27][C:26]=2[CH2:25][N:24]1[S:53]([C:56]1[S:60][C:59]([NH2:61])=[N:58][CH:57]=1)(=[O:55])=[O:54])=[O:22])[CH2:5][C:6]1[CH:7]=[CH:8][C:9]([C:12]2[CH:17]=[CH:16][C:15]([C:18]#[N:19])=[CH:14][CH:13]=2)=[CH:10][CH:11]=1. Procedure details: (S)-2-({(S)-7-(2-Acetylamino-thiazole-5-sulfonyl)-3-[4-(3,4-dichloro-benzyloxy)-phenyl]-2,3,6,7,8,9-hexahydro-[1,4]dioxino[2,3-g]isoquinoline-8-carbonyl}-amino)-3-(4′-cyano-biphenyl-4-yl)-propionic acid methyl ester was treated with HCl according to General Procedure N to give (S)-2-({(S)-7-(2-Amino-thiazole-5-sulfonyl)-3-[4-(3,4-dichloro-benzyloxy)-phenyl]-2,3,6,7,8,9-hexahydro-[1,4]dioxino[2,3-g]isoquinoline-8-carbonyl}-amino)-3-(4′-cyano-biphenyl-4-yl)-propionic acid methyl ester. Product: Cc1c2c(cn1C)NC(=O)C(O)N=C2c1ccccc1. Starting materials: CC(=O)OC1N=C(c2ccccc2)c2c(cn(C)c2C)NC1=O, O=C=O, CCO, [Na+], [OH-]. Reaction SMILES: [C:1](=[O:2])([CH3:3])[O:4][CH:5]1[N:6]=[C:7]([c:18]2[cH:19][cH:20][cH:21][cH:22][cH:23]2)[c:8]2[c:9]([cH:13][n:14]([CH3:17])[c:15]2[CH3:16])[NH:10][C:11]1=[O:12].[C:26](=[O:27])=[O:28].[CH3:29][CH2:30][OH:31].[Na+:25].[OH-:24]>>[OH:4][CH:5]1[N:6]=[C:7]([c:18]2[cH:19][cH:20][cH:21][cH:22][cH:23]2)[c:8]2[c:9]([cH:13][n:14]([CH3:17])[c:15]2[CH3:16])[NH:10][C:11]1=[O:12].